Dataset: the Open Reaction Database (ORD), a public repository of structured organic reaction records. Task: describe an organic reaction: reactants, conditions, products, and yield Starting materials: C[N+](C)(C)Cc1ccccc1, C=CC#N, [OH-], Oc1ccccc1. Product: CC(C#N)Oc1ccccc1. Reaction SMILES: [CH2:13]([N+:14]([CH3:15])([CH3:16])[CH3:17])[c:18]1[cH:19][cH:20][cH:21][cH:22][cH:23]1.[CH2:8]=[CH:9][C:10]#[N:11].[OH-:12].[OH:1][c:2]1[cH:3][cH:4][cH:5][cH:6][cH:7]1>>[O:1]([c:2]1[cH:3][cH:4][cH:5][cH:6][cH:7]1)[CH:9]([CH3:8])[C:10]#[N:11]. Starting materials: COC(C1=C(C=C(C=C1)N1N=C(C=C1)C)Cl)=O (2-chloro-4-(3-methyl-1H-pyrazol-1-yl)-benzoic acid methyl ester), [OH-].[Li+] (lithium hydroxide). Solvent: O1CCCC1 (tetrahydrofuran). Yields the product ClC1=C(C(=O)O)C=CC(=C1)N1N=C(C=C1)C (2-Chloro-4-(3-methyl-1H-pyrazol-1-yl)-benzoic Acid). Isolated yield 78.3%. Reaction SMILES: C[O:2][C:3](=[O:17])[C:4]1[CH:9]=[CH:8][C:7]([N:10]2[CH:14]=[CH:13][C:12]([CH3:15])=[N:11]2)=[CH:6][C:5]=1[Cl:16].[OH-].[Li+]>O1CCCC1>[Cl:16][C:5]1[CH:6]=[C:7]([N:10]2[CH:14]=[CH:13][C:12]([CH3:15])=[N:11]2)[CH:8]=[CH:9][C:4]=1[C:3]([OH:17])=[O:2] |f:1.2|. Procedure details: A solution of 2-chloro-4-(3-methyl-1H-pyrazol-1-yl)-benzoic acid methyl ester (1,42 g) from Example 96 and 6 ml of 1 M aqueous lithium hydroxide in tetrahydrofuran (20 ml) was stirred for 18 hours at room temperature. The reaction mixture was partitioned between ethyl acetate and 1 N hydrochloric acid. The organic layer was washed with water, brine and was dried over anhydrous sodium sulfate. Evaporation of the solvent in vacuo afforded 1.05 g of the title compound as a colorless solid. m.p. 192...